Dataset: the Open Reaction Database (ORD), a public repository of structured organic reaction records. Task: describe an organic reaction: reactants, conditions, products, and yield Starting materials: C(CCC)OC=1C(C(C1NC(CC)(C)C)=O)=O (3-Butoxy-4-(1,1-dimethyl-propylamino)-cyclobut-3-ene-1,2-dione), C(#N)C=1C=C(CN)C=C(C1)C (3-cyano-5-methylbenzylamine). Run in O1CCCC1 (tetrahydrofuran), O1CCCC1 (tetrahydrofuran). Conditions: time 48 hour. Yields the product CC(CC)(C)NC1=C(C(C1=O)=O)NCC=1C=C(C#N)C=C(C1)C (3-{[2-(1.1-Dimethyl-propylamino)-3,4-dioxo-cyclobut-1-enylamino]-methyl}-5-methyl-benzonitrile). The yield is 67.0%. RXN SMILES: C(O[C:6]1[C:7](=[O:17])[C:8](=[O:16])[C:9]=1[NH:10][C:11]([CH3:15])([CH3:14])[CH2:12][CH3:13])CCC.[C:18]([C:20]1[CH:21]=[C:22]([CH:25]=[C:26]([CH3:28])[CH:27]=1)[CH2:23][NH2:24])#[N:19]>O1CCCC1>[CH3:15][C:11]([NH:10][C:9]1[C:8](=[O:16])[C:7](=[O:17])[C:6]=1[NH:24][CH2:23][C:22]1[CH:21]=[C:20]([CH:27]=[C:26]([CH3:28])[CH:25]=1)[C:18]#[N:19])([CH3:14])[CH2:12][CH3:13]. Procedure: A solution of 3-butoxy-4-(1,1-dimethyl-propylamino)cyclobut-3-ene-1,2-dione (1.44 g, 6.0 mmol, Example 3) and 3-cyano-5-methylbenzylamine from Example 7, Step 3 (6.0 mmol) and tetrahydrofuran (15 mL) were stirred at room temperature for approximately 20 hours. An additional 7 mL of tetrahydrofuran were added and stirring continued for an additional 48 hours. The solvent was removed and the residue was recrystallized twice from methanol to provide 1.251 g (67%) of the title compound as a white so... Starting materials: NC1=CC=C2C(=N1)OC(=N2)C2=CC=CC=C2 (5-amino-2-phenyloxazolo[5,4-b]pyridine), N(=O)OCCC(C)C (isoamyl nitrite), C1=CC=CC=C1 (benzene). The product is C1(=CC=CC=C1)C=1OC2=NC(=CC=C2N1)C1=CC=CC=C1 (2,5-diphenyloxazolo[5,4-b]pyridine). Reaction SMILES: N[C:2]1[N:7]=[C:6]2[O:8][C:9]([C:11]3[CH:16]=[CH:15][CH:14]=[CH:13][CH:12]=3)=[N:10][C:5]2=[CH:4][CH:3]=1.N(OCCC(C)C)=O.[CH:25]1[CH:30]=[CH:29][CH:28]=[CH:27][CH:26]=1>>[C:11]1([C:9]2[O:8][C:6]3[C:5]([N:10]=2)=[CH:4][CH:3]=[C:2]([C:25]2[CH:30]=[CH:29][CH:28]=[CH:27][CH:26]=2)[N:7]=3)[CH:16]=[CH:15][CH:14]=[CH:13][CH:12]=1. Reported procedure: A mixture of 180 mg. of 5-amino-2-phenyloxazolo[5,4-b]pyridine, 10 ml. of benzene and 0.2 ml. of isoamyl nitrite was refluxed for 11/2 hours. The hot solution was filtered and concentrated to dryness. The residue was extracted with ether and the extract was filtered through aluminum oxide and concentrated to dryness. The crystalline residue was recrystallized from ethyl acetate to give 2,5-diphenyloxazolo[5,4-b]pyridine, m.p. 151°-152° C. Reactants: CC(=O)Nc1ccc([N+](=O)[O-])cc1F, CO. Product: CC(=O)Nc1ccc(N)cc1F. Reaction SMILES: [C:1]([CH3:2])(=[O:3])[NH:4][c:5]1[c:6]([F:14])[cH:7][c:8]([N+:11]([O-:12])=[O:13])[cH:9][cH:10]1.[CH3:15][OH:16]>>[C:1]([CH3:2])(=[O:3])[NH:4][c:5]1[c:6]([F:14])[cH:7][c:8]([NH2:11])[cH:9][cH:10]1. Starting materials: O (water), NC1=C(N=NN1CC1=CC(=C(C=C1)Cl)Cl)C(=O)N (5-amino-1-(3,4-dichlorobenzyl)-1,2,3-triazole-4-carboxamide), CI (methyl iodide), C([O-])([O-])=O.[K+].[K+] (potassium carbonate). The solvent is CN(C=O)C (N,N-dimethylformamide). Conditions: time 48 hour. Product: ClC=1C=C(CN2N=NC(=C2NC)C(=O)N)C=CC1Cl (1-(3,4-dichloro- benzyl)-5-methylamino-1,2,3-triazole-4-carboxamide). Reaction SMILES: [NH2:1][C:2]1[N:6]([CH2:7][C:8]2[CH:13]=[CH:12][C:11]([Cl:14])=[C:10]([Cl:15])[CH:9]=2)[N:5]=[N:4][C:3]=1[C:16]([NH2:18])=[O:17].CI.[C:21](=O)([O-])[O-].[K+].[K+].O>CN(C)C=O>[Cl:15][C:10]1[CH:9]=[C:8]([CH:13]=[CH:12][C:11]=1[Cl:14])[CH2:7][N:6]1[C:2]([NH:1][CH3:21])=[C:3]([C:16]([NH2:18])=[O:17])[N:4]=[N:5]1 |f:2.3.4|. Procedure: A mixture of 5-amino-1-(3,4-dichlorobenzyl)-1,2,3-triazole-4-carboxamide (2.86 g, 10.0 mmol), methyl iodide (1.42 g, 10.0 mmol), and potassium carbonate (1.38 g, 10 0 mmol) in N,N-dimethylformamide (20 ml) is stirred 48 hours at ambient temperature, poured into water (150 ml), and filtered. Chromatography provides 1-(3,4-dichloro- benzyl)-5-methylamino-1,2,3-triazole-4-carboxamide. Reactants: CCc1ccc(Oc2cncnc2NC2CCC(O)CC2)cc1, CC[O-], CCO, CCc1ccc(Oc2cncnc2Cl)cc1, Cl, [H-], [Na+], [Na+], NC1CCC(O)CC1. The product is CCc1ccc(Oc2cncnc2NC2CCC(O)CC2)cc1, Cl. RXN SMILES: [CH2:16]([CH3:17])[c:18]1[cH:19][cH:20][c:21]([O:22][c:23]2[c:24]([NH:29][CH:30]3[CH2:31][CH2:32][CH:33]([OH:36])[CH2:34][CH2:35]3)[n:25][cH:26][n:27][cH:28]2)[cH:37][cH:38]1.[CH3:11][CH2:12][O-:13].[CH3:55][CH2:56][OH:57].[Cl:39][c:40]1[c:41]([O:42][c:43]2[cH:44][cH:45][c:46]([CH2:47][CH3:48])[cH:49][cH:50]2)[cH:51][n:52][cH:53][n:54]1.[ClH:1].[H-:14].[Na+:10].[Na+:15].[OH:2][CH:3]1[CH2:4][CH2:5][CH:6]([NH2:7])[CH2:8][CH2:9]1>>[CH2:16]([CH3:17])[c:18]1[cH:19][cH:20][c:21]([O:22][c:23]2[c:24]([NH:29][CH:30]3[CH2:31][CH2:32][CH:33]([OH:36])[CH2:34][CH2:35]3)[n:25][cH:26][n:27][cH:28]2)[cH:37][cH:38]1.[ClH:39]. Run in CO (methanol). Procedure details: A solution of 12-fluoro-3-dodecyn-1-yl tetrahydropyranyl ether (0.5262 g, 1.85 mmol) (prepared as in Example 3 above) in methanol (10 mL) containing about 4 drops of quinoline is hydrogenated at room temperature over 5% palladium on barium sulfate (25 mg). The mixture is kept at about 762 psi of hydrogen until 41.5 ml (1.85 mmol) of hydrogen has been absorbed. The catalyst is then filtered off and the solvent removed in vacuo. The residue is purified by flash chromatography using hexane/ethyl ac... Yields the product O1C(CCCC1)OCC\C=C/CCCCCCCCF (12-fluoro-(Z)-3-dodecen-1-yl tetrahydropyranyl ether). Reagents/catalysts: N1=CC=CC2=CC=CC=C12 (quinoline), [Pd] (palladium on barium sulfate). Reactants: [H][H] (hydrogen), O1C(CCCC1)OCCC#CCCCCCCCCF (12-fluoro-3-dodecyn-1-yl tetrahydropyranyl ether), [H][H] (hydrogen). Yield: 98.1%. Reaction SMILES: [O:1]1[CH2:6][CH2:5][CH2:4][CH2:3][CH:2]1[O:7][CH2:8][CH2:9][C:10]#[C:11][CH2:12][CH2:13][CH2:14][CH2:15][CH2:16][CH2:17][CH2:18][CH2:19][F:20].[H][H]>CO.N1C2C(=CC=CC=2)C=CC=1.[Pd]>[O:1]1[CH2:6][CH2:5][CH2:4][CH2:3][CH:2]1[O:7][CH2:8][CH2:9]/[CH:10]=[CH:11]\[CH2:12][CH2:13][CH2:14][CH2:15][CH2:16][CH2:17][CH2:18][CH2:19][F:20]. Starting materials: O (water), OC1=CC=C(C=C1)S(=O)(=O)CC(C)=O (4-hydroxyphenylsulfonylacetone), ClC1=C(C=O)C=CC=C1 (2-chlorobenzaldehyde), C(C)(=O)[O-].[NH4+] (ammonium acetate), C1(=CC=CC=C1)C (toluene). Run at time 2 hour. Product: ClC1=C(C=CC=C1)C1C(=C(NC(=C1C(=O)OC)C)C)S(=O)(=O)C1=CC=C(C=C1)O (4-(2-chlorophenyl)-3-(4-hydroxyphenyl)sulfonyl-5-methoxycarbonyl-2,6-dimethyl-1,4-dihydropyridine). RXN SMILES: [OH:1][C:2]1[CH:7]=[CH:6][C:5]([S:8]([CH2:11][C:12](=O)[CH3:13])(=[O:10])=[O:9])=[CH:4][CH:3]=1.[Cl:15][C:16]1[CH:23]=[CH:22][CH:21]=[CH:20][C:17]=1[CH:18]=O.[C:24]([O-:27])(=O)C.[NH4+:28].[OH2:29].[C:30]1([CH3:36])C=CC=[CH:32][CH:31]=1>>[Cl:15][C:16]1[CH:23]=[CH:22][CH:21]=[CH:20][C:17]=1[CH:18]1[C:31]([C:32]([O:27][CH3:24])=[O:29])=[C:30]([CH3:36])[NH:28][C:12]([CH3:13])=[C:11]1[S:8]([C:5]1[CH:6]=[CH:7][C:2]([OH:1])=[CH:3][CH:4]=1)(=[O:10])=[O:9] |f:2.3|. Reported procedure: A solution of 4-hydroxyphenylsulfonylacetone (5.7 g), 2-chlorobenzaldehyde (3.7 g), and ammonium acetate (50 mg) in toluene (50 ml) was heated at reflux using a Dean-Stark water separator for 2 hours. About 20 ml of the solvent was removed on a rotary evaporator. Methyl β-aminocrotonate (3.1 g) and methanol (40 ml) were then added to the remaining toluene solution. The resulting mixture was heated under nitrogen for 18 hours. The cooled reaction mixture was evaporated to dryness, and the residue...